Dataset: the Open Reaction Database (ORD), a public repository of structured organic reaction records. Task: describe an organic reaction: reactants, conditions, products, and yield Reactants: Cl.CN(O)C (N,N-dimethylhydroxylamine hydrochloride), CN(O)C (N,N-dimethylhydroxylamine), OC=1C(=NC=CC1)C(=O)O (3-hydroxypicolinic acid), S(=O)(Cl)Cl (thionyl chloride). Solvent: C(C)N(CC)CC (triethylamine), ClCCl (dichloromethane), C(Cl)(Cl)Cl (chloroform), N1=CC=CC=C1 (pyridine), CN(C=O)C (N,N-dimethylformamide), O (water). Run at time 30 minute. The product is OC=1C(=NC=CC1)C(=O)ON(C)C (3-hydroxy-2-(N,N-dimethylaminooxycarbonyl)pyridine). As a reaction SMILES: [OH:1][C:2]1[C:3]([C:8]([OH:10])=[O:9])=[N:4][CH:5]=[CH:6][CH:7]=1.S(Cl)(Cl)=O.[CH3:15][N:16]([CH3:18])O.Cl.CN(C)O>CN(C)C=O.O.N1C=CC=CC=1.C(N(CC)CC)C.ClCCl.C(Cl)(Cl)Cl>[OH:1][C:2]1[C:3]([C:8]([O:10][N:16]([CH3:18])[CH3:15])=[O:9])=[N:4][CH:5]=[CH:6][CH:7]=1 |f:3.4|. Procedure details: 7.0 Grams of 3-hydroxypicolinic acid was dissolved in 10 ml of N,N-dimethylformamide, and the resulting solution was cooled to 0° to 5° C. 5.9 Grams of thionyl chloride was then added dropwise to the solution which was then stirred at 0° to 5° C. for further 30 minutes. Thereafter, 30 ml of chloroform was added to the solution which was then stirred at 0° to 5° C. for further 15 minutes. To the resulting mixed solution was added dropwise a dichloromethane solution of N,N-dimethylhydroxylamine pr... The reactants are [Br-].BrC(=C[NH2+]C1=CC=CC=C1)C=NC1=CC=CC=C1 (2-bromo-3-phenylimino-1-propenyl(phenyl)ammonium bromide), SCC(=O)O (2-mercaptoacetic acid), C(=O)(O)[O-].[Na+] (NaHCO3), ice, Cl (hydrochloric acid). Run in CO (methanol), O (water). Reaction conditions: temperature 60 celsius, time 1 hour. The product is [Br-].C(=O)(O)CSC(=C[NH2+]C1=CC=CC=C1)C=NC1=CC=CC=C1 (2-carboxymethylsulfanyl-3-phenylimino-1-propenyl(phenyl)ammonium bromide). Reaction SMILES: [SH:1][CH2:2][C:3]([OH:5])=[O:4].C([O-])(O)=O.[Na+].[Br-].[Br:12][C:13]([CH:22]=[N:23][C:24]1[CH:29]=[CH:28][CH:27]=[CH:26][CH:25]=1)=[CH:14][NH2+:15][C:16]1[CH:21]=[CH:20][CH:19]=[CH:18][CH:17]=1.Cl>O.CO>[Br-:12].[C:3]([CH2:2][S:1][C:13]([CH:14]=[N:15][C:16]1[CH:21]=[CH:20][CH:19]=[CH:18][CH:17]=1)=[CH:22][NH2+:23][C:24]1[CH:29]=[CH:28][CH:27]=[CH:26][CH:25]=1)([OH:5])=[O:4] |f:1.2,3.4,8.9|. Procedure: A mixture of 560 mg (1.85 mmol) of 2-mercaptoacetic acid and 345 mg (4.1 mmol) of NaHCO3 in 3 mL water was heated with stirring at 60° C. for 1 h. Then a solution of 573 mg (1.5 mmol) of 2-bromo-3-phenylimino-1-propenyl(phenyl)ammonium bromide (synthesized as described in EP1221465A1) in 20 mL of methanol was added at 60° C., the mixture was stirred at this temperature for 5 h, cooled to RT, poured into a mixture of 50 g of ice and 1 mL of concentrated hydrochloric acid. The obtained yellow prec... The reactants are O=C(Cl)OCC(Cl)(Cl)Cl, C1CCOC1, O, c1ccncc1, Nc1nnn[nH]1. The product is O=C(Nc1nnn[nH]1)OCC(Cl)(Cl)Cl. As a reaction SMILES: [Cl:13][C:14](=[O:15])[O:16][CH2:17][C:18]([Cl:19])([Cl:20])[Cl:21].[O:23]1[CH2:24][CH2:25][CH2:26][CH2:27]1.[OH2:22].[cH:7]1[cH:8][cH:9][n:10][cH:11][cH:12]1.[nH:1]1[n:2][n:3][n:4][c:5]1[NH2:6]>>[nH:1]1[n:2][n:3][n:4][c:5]1[NH:6][C:14](=[O:15])[O:16][CH2:17][C:18]([Cl:19])([Cl:20])[Cl:21].